Dataset: the Open Reaction Database (ORD), a public repository of structured organic reaction records. Task: describe an organic reaction: reactants, conditions, products, and yield Starting materials: [H-].[Na+] (Sodium hydride), FC=1C=C2CC(NC2=CC1)=O (5-fluorooxindole), C1CCOC1 (THF), ClC1=NC=NC2=CC(=C(C=C12)OC)OCCCN1CCOCC1 (4-chloro-6-methoxy-7-(3-morpholinopropoxy)quinazoline). Conditions: time 30 minute. Product: FC=1C=C2C(C(NC2=CC1)=O)C1(NC=NC2=CC(=CC=C12)OCCCN1CCOCC1)OC (4-(5-fluorooxindol-3-yl)-4-methoxy-7-(3-morpholinopropoxy)quinazoline), hydrochloride salt. Yield: 81.0%. RXN SMILES: [H-].[Na+].[F:3][C:4]1[CH:5]=[C:6]2[C:10](=[CH:11][CH:12]=1)[NH:9][C:8](=[O:13])[CH2:7]2.Cl[C:15]1[C:24]2[C:19](=[CH:20][C:21]([O:27][CH2:28][CH2:29][CH2:30][N:31]3[CH2:36][CH2:35][O:34][CH2:33][CH2:32]3)=[C:22](OC)[CH:23]=2)[N:18]=[CH:17][N:16]=1.C1C[O:40][CH2:39]C1>>[F:3][C:4]1[CH:5]=[C:6]2[C:10](=[CH:11][CH:12]=1)[NH:9][C:8](=[O:13])[CH:7]2[C:15]1([O:40][CH3:39])[C:24]2[C:19](=[CH:20][C:21]([O:27][CH2:28][CH2:29][CH2:30][N:31]3[CH2:32][CH2:33][O:34][CH2:35][CH2:36]3)=[CH:22][CH:23]=2)[N:18]=[CH:17][NH:16]1 |f:0.1|. Procedure: Sodium hydride (80 mg, 3.4 mmol, pre-washed with petroleum ether) was added to a solution of 5-fluorooxindole (423 mg, 2.8 mmol), (prepared according to Synthesis 1993, 51), in THF (10 ml) at ambient temperature under argon. The resulting suspension was stirred for 30 minutes and a partial solution of 4-chloro-6-methoxy-7-(3-morpholinopropoxy)quinazoline (236 mg, 0.7 mmol), (prepared as described for the starting material in Example 5), in a 1/1 mixture of THFIDMF (14 ml), was added and the reac...